Dataset: the Open Reaction Database (ORD), a public repository of structured organic reaction records. Task: describe an organic reaction: reactants, conditions, products, and yield The reactants are C1(CCCC1)=O (cyclopentanone), C(OC(C)C)(OC(C)C)OC(C)C (triisopropyl orthoformate), C(C)(C)O (isopropanol), C1(CCCC1)=O (cyclopentanone). The reagents and catalysts are O.S(=O)(=O)(O)[O-].[Na+] (sodium hydrogensulfate monohydrate). Product: C(C)(C)OC1=CCCC1 (1-isopropoxy-1-cyclopentene). The yield is 51.0%. Reaction SMILES: [C:1]1(=[O:6])[CH2:5][CH2:4][CH2:3][CH2:2]1.C(OC(C)C)(OC(C)C)O[CH:9]([CH3:11])[CH3:10].C(O)(C)C>O.S([O-])(O)(=O)=O.[Na+]>[CH:9]([O:6][C:1]1[CH2:5][CH2:4][CH2:3][CH:2]=1)([CH3:11])[CH3:10] |f:3.4.5|. Procedure: A mixture of 84.12 grams (1 mol) of cyclopentanone, 195.2 grams (1.03 mol) of triisopropyl orthoformate and 60 grams of isopropanol (1 mol) was stirred in a 500 ml three-neck round bottom flask at room temperature. To this mixture, 3.8 g (0.028 mol) of sodium hydrogensulfate monohydrate was added, and the temperature of the reaction mixture was heated and maintained at 40° C. for about one hour. The progress of the reaction was monitored by GC until the cyclopentanone content was reduced to less... Reactants: CC1(C)CNc2cc(S(=O)(=O)c3ccccc3)ccc2C1=O, CC(=O)O, CCO, O=N[O-], [Na+], O. The product is CC1(C)CN(N)c2cc(S(=O)(=O)c3ccccc3)ccc2C1=O. Reaction SMILES: [CH3:1][C:2]1([CH3:22])[CH2:3][NH:4][c:5]2[cH:6][c:7]([S:13](=[O:14])(=[O:15])[c:16]3[cH:17][cH:18][cH:19][cH:20][cH:21]3)[cH:8][cH:9][c:10]2[C:11]1=[O:12].[CH3:23][C:24](=[O:25])[OH:26].[CH3:32][CH2:33][OH:34].[N:27]([O-:28])=[O:29].[Na+:30].[OH2:31]>>[CH3:1][C:2]1([CH3:22])[CH2:3][N:4]([NH2:27])[c:5]2[cH:6][c:7]([S:13](=[O:14])(=[O:15])[c:16]3[cH:17][cH:18][cH:19][cH:20][cH:21]3)[cH:8][cH:9][c:10]2[C:11]1=[O:12]. Yields the product ClC=1C=C2C(=C(C(=NC2=CC1)N(C)CCOC)C(=O)O)C1=CC=CC=C1 (6-Chloro-2-[(2-methoxy-ethyl)-methyl-amino]-4-phenyl-quinoline-3-carboxylic acid). RXN SMILES: C([O:5][C:6]([C:8]1[C:9]([N:25]([CH2:27][CH2:28][O:29][CH3:30])[CH3:26])=[N:10][C:11]2[C:16]([C:17]=1[C:18]1[CH:23]=[CH:22][CH:21]=[CH:20][CH:19]=1)=[CH:15][C:14]([Cl:24])=[CH:13][CH:12]=2)=[O:7])(C)(C)C.C(O)(C(F)(F)F)=O>>[Cl:24][C:14]1[CH:15]=[C:16]2[C:11](=[CH:12][CH:13]=1)[N:10]=[C:9]([N:25]([CH2:27][CH2:28][O:29][CH3:30])[CH3:26])[C:8]([C:6]([OH:7])=[O:5])=[C:17]2[C:18]1[CH:23]=[CH:22][CH:21]=[CH:20][CH:19]=1. Starting materials: C(C)(C)(C)OC(=O)C=1C(=NC2=CC=C(C=C2C1C1=CC=CC=C1)Cl)N(C)CCOC (6-chloro-2-[(2-methoxy-ethyl)-methyl-amino]-4-phenyl-quinoline-3-carboxylic acid tert-butyl ester), C(=O)(C(F)(F)F)O (TFA). Procedure: The title compound was prepared in analogy to example 42 step B from 6-chloro-2-[(2-methoxy-ethyl)-methyl-amino]-4-phenyl-quinoline-3-carboxylic acid tert-butyl ester and TFA. Light yellow foam. MS (ESI): 369 (M−H)−. Reactants: COC1=C(C(=O)O)C=CC=C1 (2-methoxy-benzoic acid), C(C)NCC (diethylamine). Reagents/catalysts: CN(C=O)C (N,N-dimethylformamide). Solvent: O (water), S(=O)(Cl)Cl (thionyl chloride). Conditions: time 45 minute. Product: C(C)N(C(C1=C(C=CC=C1)OC)=O)CC (N,N-Diethyl-2-methoxy-benzamide). Yield: 100.0%. As a reaction SMILES: [CH3:1][O:2][C:3]1[CH:11]=[CH:10][CH:9]=[CH:8][C:4]=1[C:5]([OH:7])=O.[CH2:12]([NH:14][CH2:15][CH3:16])[CH3:13]>S(Cl)(Cl)=O.O.CN(C)C=O>[CH2:12]([N:14]([CH2:15][CH3:16])[C:5](=[O:7])[C:4]1[CH:8]=[CH:9][CH:10]=[CH:11][C:3]=1[O:2][CH3:1])[CH3:13]. Reported procedure: N,N-dimethylformamide (0.52 ml, 6.70 mmol, 0.034 equiv) was added dropwise to a solution of 2-methoxy-benzoic acid (30.0 g, 197.2 mmol) in thionyl chloride (200 ml) at room temperature under an atmosphere of argon. The solution was stirred at room temperature for 45 minutes. Volatiles were removed in vacuo, and the residue was azeotroped with toluene (2×100 ml). The acid chloride was dissolved in anhydrous THF (220 ml), cooled to 0° C., and diethylamine (105 ml, 1.01 mol, 5.1 equiv) was added dr... Starting materials: C(C1=CC=CC=C1)O[C@H]1[C@@H]([C@H]2N=C(S[C@H]2O[C@@H]1[C@@H](O)C1SCCCS1)N(C)C)OCC1=CC=CC=C1 ((R)-((3aR,5R,6S,7R,7aR)-6,7-bis(benzyloxy)-2-(dimethylamino)-5,6,7,7a-tetrahydro-3aH-pyrano[3,2-d]thiazol-5-yl)(1,3-dithian-2-yl)methanol), [H-].[Na+] (sodium hydride), BrCC1=CC=CC=C1 ((bromomethyl)benzene). The solvent is CN(C)C=O (DMF). Conditions: time 1 hour. Yields the product C(C1=CC=CC=C1)O[C@H]1[C@@H]([C@H]2N=C(S[C@H]2O[C@@H]1[C@H](C1SCCCS1)OCC1=CC=CC=C1)N(C)C)OCC1=CC=CC=C1 ((3aR,5S,6S,7R,7aR)-6,7-bis(benzyloxy)-5-((R)-benzyloxy(1,3-dithian-2-yl)methyl)-N,N-dimethyl-5,6,7,7a-tetrahydro-3aH-pyrano[3,2-d]thiazol-2-amine). The yield is 73.3%. RXN SMILES: [CH2:1]([O:8][C@@H:9]1[C@@H:17]([C@H:18]([CH:20]2[S:25][CH2:24][CH2:23][CH2:22][S:21]2)[OH:19])[O:16][C@H:15]2[C@H:11]([N:12]=[C:13]([N:26]([CH3:28])[CH3:27])[S:14]2)[C@H:10]1[O:29][CH2:30][C:31]1[CH:36]=[CH:35][CH:34]=[CH:33][CH:32]=1)[C:2]1[CH:7]=[CH:6][CH:5]=[CH:4][CH:3]=1.[H-].[Na+].Br[CH2:40][C:41]1[CH:46]=[CH:45][CH:44]=[CH:43][CH:42]=1>CN(C=O)C>[CH2:1]([O:8][C@@H:9]1[C@@H:17]([C@@H:18]([O:19][CH2:40][C:41]2[CH:46]=[CH:45][CH:44]=[CH:43][CH:42]=2)[CH:20]2[S:25][CH2:24][CH2:23][CH2:22][S:21]2)[O:16][C@H:15]2[C@H:11]([N:12]=[C:13]([N:26]([CH3:28])[CH3:27])[S:14]2)[C@H:10]1[O:29][CH2:30][C:31]1[CH:32]=[CH:33][CH:34]=[CH:35][CH:36]=1)[C:2]1[CH:3]=[CH:4][CH:5]=[CH:6][CH:7]=1 |f:1.2|. Procedure: A solution of 96 (3.3 g, 6 mmol) in DMF (40 mL) was treated with sodium hydride (830 mg, 24 mmol, 70% mineral oil dispersed) for 30 min at room temperature, followed by the addition of (bromomethyl)benzene (2.1 g, 12 mmol). After additional 1 hour at room temperature, the reaction was quenched by water (100 mL) and extracted with ethyl acetate (3×40 mL). The combined organic layer was washed with brine (5×30 mL), dried over anhydrous sodium sulfate, filtered and concentrated under reduced pressu... Yields the product O=C1C(=CN=C2N1C=NC=1C=CC(=CC21)NC(C(C)(C)C)=O)C(=O)[O-].OC[N+](C)(CO)CO (tris-(hydroxymethyl)methyl-ammonium 4-oxo-10-(pivalamido)-4H-pyrimido[1,2-C]quinazoline-3-carboxylate). The reactants are O=C1C(=CN=C2N1C=NC=1C=CC(=CC21)NC(C(C)(C)C)=O)C(=O)O (4-Oxo-10-(pivalamido)-4H-pyrimido[1,2-C]quinazoline-3-carboxylic acid), C(C(CO)(CO)N)O (tris (hydroxymethyl)aminomethane), CCOCC (ether). Procedure details: 4-Oxo-10-(pivalamido)-4H-pyrimido[1,2-C]quinazoline-3-carboxylic acid (1.31 g) was suspended in N,N-dimethylformamide (13 ml). To this suspension was added tris (hydroxymethyl)aminomethane (0.466 g) at ambient temperature. After one hour, the starting material was dissolved completely. To this solution ether was added and the precipitated crystals were collected by filtration and washed with ether to give tris-(hydroxymethyl)methyl-ammonium 4-oxo-10-(pivalamido)-4H-pyrimido[1,2-C]quinazoline-3-c... Run in CN(C=O)C (N,N-dimethylformamide). Reaction conditions: time 1 hour. Reaction SMILES: [O:1]=[C:2]1[N:7]2[CH:8]=[N:9][C:10]3[CH:11]=[CH:12][C:13]([NH:16][C:17](=[O:22])[C:18]([CH3:21])([CH3:20])[CH3:19])=[CH:14][C:15]=3[C:6]2=[N:5][CH:4]=[C:3]1[C:23]([OH:25])=[O:24].[CH2:26]([OH:33])C(N)(CO)CO.CC[O:36][CH2:37]C>CN(C)C=O>[O:1]=[C:2]1[N:7]2[CH:8]=[N:9][C:10]3[CH:11]=[CH:12][C:13]([NH:16][C:17](=[O:22])[C:18]([CH3:20])([CH3:21])[CH3:19])=[CH:14][C:15]=3[C:6]2=[N:5][CH:4]=[C:3]1[C:23]([O-:25])=[O:24].[OH:1][CH2:2][N+:7]([CH2:26][OH:33])([CH2:37][OH:36])[CH3:6] |f:4.5|. The reactants are NC1=CC=C(C(=O)OCC)C=C1 (ethyl p-aminobenzoate), C(C1=CC=CC=C1)Br (benzyl bromide), CC=1C(=C(C(=C(C(=[C-]PC1)C)C)C)C)C (hexamethylphosphorimide). The solvent is O (water). The product is C(C1=CC=CC=C1)NC1=CC=C(C(=O)OCC)C=C1 (Ethyl p-benzylaminobenzoate). RXN SMILES: [NH2:1][C:2]1[CH:12]=[CH:11][C:5]([C:6]([O:8][CH2:9][CH3:10])=[O:7])=[CH:4][CH:3]=1.[CH2:13](Br)[C:14]1[CH:19]=[CH:18][CH:17]=[CH:16][CH:15]=1.CC1C(C)=C(C)C(C)=C(C)C(C)=[C-]PC=1>O>[CH2:13]([NH:1][C:2]1[CH:3]=[CH:4][C:5]([C:6]([O:8][CH2:9][CH3:10])=[O:7])=[CH:11][CH:12]=1)[C:14]1[CH:19]=[CH:18][CH:17]=[CH:16][CH:15]=1. Procedure: A mixture of 16.5 g. of ethyl p-aminobenzoate, 8.55 g. of benzyl bromide and 45 ml. of hexamethylphosphorimide are heated in an oil bath at 110° C. for 20 hours. The mixture is diluted with water, chilled, filtered and the solid washed with water to give tan crystals, m.p. 90°-93° C. A sample is recrystallized from ethanol to give tan crystals, m.p. 96°-97° C.